Dataset: the Open Reaction Database (ORD), a public repository of structured organic reaction records. Task: describe an organic reaction: reactants, conditions, products, and yield The reactants are [O-]CC.[Na+] (sodium ethoxide), C(CC(=O)[O-])(=O)OCC (ethyl malonate), ICCCOC1=CC=C(C(=O)OCC)C=C1 (ethyl 4-(3-iodopropoxy)benzoate). Solvent: C(C)O (ethanol), O (water). Reaction conditions: time 30 minute. Yields the product C(C)OC(=O)C(C(=O)OCC)CCCOC1=CC=C(C=C1)C(=O)OCC (Ethyl 2-ethoxycarbonyl-5-(4-ethoxycarbonylphenoxy)pentanoate). The yield is 47.4%. Reaction SMILES: [O-:1][CH2:2][CH3:3].[Na+].[C:5]([O:11][CH2:12][CH3:13])(=[O:10])[CH2:6][C:7]([O-:9])=O.I[CH2:15][CH2:16][CH2:17][O:18][C:19]1[CH:29]=[CH:28][C:22]([C:23]([O:25][CH2:26][CH3:27])=[O:24])=[CH:21][CH:20]=1>C(O)C.O>[CH2:2]([O:1][C:7]([CH:6]([CH2:15][CH2:16][CH2:17][O:18][C:19]1[CH:29]=[CH:28][C:22]([C:23]([O:25][CH2:26][CH3:27])=[O:24])=[CH:21][CH:20]=1)[C:5]([O:11][CH2:12][CH3:13])=[O:10])=[O:9])[CH3:3] |f:0.1|. Procedure details: To a solution of sodium ethoxide (90%, 6.79 g) in ethanol (250 ml) was dropwise added ethyl malonate (12.0 g) with cooling with ice. The reaction mixture was allowed to warm to room temperature and stirred for 30 min and ethyl 4-(3-iodopropoxy)benzoate (25.0 g) was dropwise added with cooling with ice. The reaction mixture was allowed to warm to room temperature and stirred for 12 hr. The reaction mixture was diluted with water and extracted with ethyl acetate. The organic layer was washed with ... The reactants are O1CCC2=C1C=CC(=C2)C=O (2,3-Dihydrobenzofuran-5-carboxaldehyde), COC=1C=C(CC#N)C=CC1OC (3,4-dimethoxybenzyl cyanide). Yields the product O1CCC2=C1C=CC(=C2)\C=C(/C#N)\C2=CC(=C(C=C2)OC)OC ((Z)-3-(2,3-dihydro-benzofuran-5-yl)-2-(3,4-dimethoxy-phenyl)-acrylonitrile). Isolated yield 49.5%. RXN SMILES: [O:1]1[C:5]2[CH:6]=[CH:7][C:8]([CH:10]=O)=[CH:9][C:4]=2[CH2:3][CH2:2]1.[CH3:12][O:13][C:14]1[CH:15]=[C:16]([CH:20]=[CH:21][C:22]=1[O:23][CH3:24])[CH2:17][C:18]#[N:19]>>[O:1]1[C:5]2[CH:6]=[CH:7][C:8](/[CH:10]=[C:17](/[C:16]3[CH:20]=[CH:21][C:22]([O:23][CH3:24])=[C:14]([O:13][CH3:12])[CH:15]=3)\[C:18]#[N:19])=[CH:9][C:4]=2[CH2:3][CH2:2]1. Procedure details: 2,3-Dihydrobenzofuran-5-carboxaldehyde (150 mg) was condensed with 3,4-dimethoxybenzyl cyanide (180 mg) through Method A (production step 2), to thereby yield the target product (yield: 154 mg, 50%). The reactants are BrC=1SC=CN1 (2-bromothiazole), C(C)(C)(C)OC(=O)N1CC2CNCC2C1 (hexahydro-pyrrolo[3,4-c]pyrrol-2-carboxylic acid tert-butyl-ester). Run in C(CCC)O (n-butanol). Product: C(C)(C)(C)OC(=O)N1CC2CN(CC2C1)C=1SC=CN1 (5-thiazol-2-yl-hexahydro-pyrrolo[3,4-c]pyrrol-2-carboxylic acid tert-butyl-ester). Yield: 25.5%. RXN SMILES: Br[C:2]1[S:3][CH:4]=[CH:5][N:6]=1.[C:7]([O:11][C:12]([N:14]1[CH2:21][CH:20]2[CH:16]([CH2:17][NH:18][CH2:19]2)[CH2:15]1)=[O:13])([CH3:10])([CH3:9])[CH3:8]>C(O)CCC>[C:7]([O:11][C:12]([N:14]1[CH2:15][CH:16]2[CH:20]([CH2:19][N:18]([C:2]3[S:3][CH:4]=[CH:5][N:6]=3)[CH2:17]2)[CH2:21]1)=[O:13])([CH3:10])([CH3:8])[CH3:9]. Procedure: A solution of 541 μl (6.0 mmol) 2-bromothiazole and 1.27 g (6.0 mmol) hexahydro-pyrrolo[3,4-c]pyrrol-2-carboxylic acid tert-butyl-ester in n-butanol (10 ml) was heated for 2 h under reflux. Subsequently, the solvent was removed in vacuo and the residue taken up by chloroform. This solution was washed with water and brine in turn, dried over MgSO4, filtered and concentrated in vacuo. Column chromatography was carried out on the residue (SiO2, DCM/EtOH 10:1), yielding 450 mg (1.53 mmol, 25%) 5-thi... Starting materials: CON(C(=O)C1CC(C1)=CC(=O)OCC1=CC=CC=C1)C (benzyl 2-{3-[methoxy(methyl)carbamoyl]cyclobutylidene}acetate). The reagents and catalysts are [Pd] (Palladium on charcoal). The solvent is CCO (EtOH). Conditions: time 6 hour. The product is CON(C(=O)C1CC(C1)CC(=O)O)C (2-{3-[methoxy(methyl)carbamoyl]cyclobutyl}acetic acid). The yield is 97.2%. Reaction SMILES: [CH3:1][O:2][N:3]([CH3:21])[C:4]([CH:6]1[CH2:9][C:8](=[CH:10][C:11]([O:13]CC2C=CC=CC=2)=[O:12])[CH2:7]1)=[O:5]>[Pd].CCO>[CH3:1][O:2][N:3]([CH3:21])[C:4]([CH:6]1[CH2:9][CH:8]([CH2:10][C:11]([OH:13])=[O:12])[CH2:7]1)=[O:5]. Procedure details: Palladium on charcoal (10%, 0.1 g) was added to a solution of benzyl 2-{3-[methoxy(methyl)carbamoyl]cyclobutylidene}acetate (1.54 g, 5.32 mmol) in EtOH (20 ml) and stirred under an atmosphere of hydrogen at RT for 6 h. The reaction mixture was filtered through celite and evaporated to dryness to give a colorless oil (1.04 g, 89%); MS (ESI+) for C9H15NO4 m/z 202.00 [M+H]+; MS (ESI)− for C9H15NO4 m/z 200.05 [M−H]−; HPLC purity 92% (ret. time, 1.10 min); 1H NMR (500 MHz, MeOD) δH ppm 1.84-2.08 (2 H... Reactants: CCOC(=O)N=NC(=O)OCC, C1CCOC1, COc1ccc(C=O)cc1O, OCCCCCCCCCCCc1ccccc1, c1ccc(P(c2ccccc2)c2ccccc2)cc1. Yields the product COc1ccc(C=O)cc1OCCCCCCCCCCCc1ccccc1. Reaction SMILES: [O:49]=[C:50]([O:51][CH2:52][CH3:53])[N:54]=[N:55][C:56]([O:57][CH2:58][CH3:59])=[O:60].[O:61]1[CH2:62][CH2:63][CH2:64][CH2:65]1.[OH:1][c:2]1[cH:3][c:4]([CH:5]=[O:6])[cH:7][cH:8][c:9]1[O:10][CH3:11].[c:12]1([CH2:18][CH2:19][CH2:20][CH2:21][CH2:22][CH2:23][CH2:24][CH2:25][CH2:26][CH2:27][CH2:28][OH:29])[cH:13][cH:14][cH:15][cH:16][cH:17]1.[c:30]1([P:31]([c:32]2[cH:33][cH:34][cH:35][cH:36][cH:37]2)[c:38]2[cH:39][cH:40][cH:41][cH:42][cH:43]2)[cH:44][cH:45][cH:46][cH:47][cH:48]1>>[O:1]([c:2]1[cH:3][c:4]([CH:5]=[O:6])[cH:7][cH:8][c:9]1[O:10][CH3:11])[CH2:28][CH2:27][CH2:26][CH2:25][CH2:24][CH2:23][CH2:22][CH2:21][CH2:20][CH2:19][CH2:18][c:12]1[cH:13][cH:14][cH:15][cH:16][cH:17]1.